Dataset: the Open Reaction Database (ORD), a public repository of structured organic reaction records. Task: describe an organic reaction: reactants, conditions, products, and yield The reactants are C(C)(=O)NC=1C(=C(C(=O)O)C(=C(C1I)N)I)I (3-acetamido-5-amino-2,4,6-triiodobenzoic acid), C1(CCCC(=O)O1)=O (glutaric anhydride), S(O)(O)(=O)=O (sulfuric acid). The solvent is O (water). The product is C1(CCCC(N1C=1C(=C(C(=O)O)C(=C(C1I)N1C(CCCC1=O)=O)I)I)=O)=O (3,5-bis(glutarimido)-2,4,6-triiodobenzoic acid). RXN SMILES: [C:1]([NH:4][C:5]1[C:6]([I:17])=[C:7]([C:11]([I:16])=[C:12]([NH2:15])[C:13]=1[I:14])[C:8]([OH:10])=[O:9])(=[O:3])[CH3:2].[C:18]1(=[O:25])[O:24][C:22](=O)[CH2:21][CH2:20][CH2:19]1.S(=O)(=O)(O)O>O>[C:22]1(=[O:24])[N:15]([C:12]2[C:11]([I:16])=[C:7]([C:6]([I:17])=[C:5]([N:4]3[C:8](=[O:9])[CH2:7][CH2:6][CH2:2][C:1]3=[O:3])[C:13]=2[I:14])[C:8]([OH:10])=[O:9])[C:18](=[O:25])[CH2:19][CH2:20][CH2:21]1. Reported procedure: From 3-acetamido-5-amino-2,4,6-triiodobenzoic acid. A mixture of 11.4 g. of 3-acetamido-5- amino-2,4,6-triidobenzoic acid, 23 g. of glutaric anhydride and 1 ml. of concentrated sulfuric acid was heated on a steam bath for two and one-half hours. The reaction mixture was stirred with water and the product (14.4 g.) collected by filtration. The product was recrystallized twice from acetone to give 3,5-bis(glutarimido)-2,4,6-triiodobenzoic acid. The same compound is obtained if the 3-acetamido-5-am... The reactants are C(#N)C(C(CCC(=O)OCC)=O)C1=C(C=CC=C1)C (ethyl 5-cyano-4-oxo-5-(2-methylphenyl)pentanoate). Run in Br (hydrobromic acid). Yields the product CC1=C(C=CC=C1)CC(CCC(=O)O)=O (5-(2-methylphenyl)-4-oxopentanoic acid). As a reaction SMILES: C([CH:3]([C:13]1[CH:18]=[CH:17][CH:16]=[CH:15][C:14]=1[CH3:19])[C:4](=[O:12])[CH2:5][CH2:6][C:7]([O:9]CC)=[O:8])#N>Br>[CH3:19][C:14]1[CH:15]=[CH:16][CH:17]=[CH:18][C:13]=1[CH2:3][C:4](=[O:12])[CH2:5][CH2:6][C:7]([OH:9])=[O:8]. Reported procedure: Undistilled ethyl 5-cyano-4-oxo-5-(2-methylphenyl)pentanoate (prepared by the procedure described above; 773 g.) was heated under reflux with hydrobromic acid (48-50%; 1550 ml.) for 3 hours. On cooling, the reaction mixture separated into two layers. The lower, aqueous phase was separated and extracted with chloroform (3 × 500 ml.). The chloroform extract was added to the upper, organic layer of the reaction mixture. The chloroform solution (about 2 liters) thus obtained was washed with water (3... The reactants are [Na].FC1=C(NC(S)=C(C(=O)OCC)C(=O)OCC)C=CC(=C1F)F (Diethyl [(2,3,4-trifluoroanilino)(mercapto)methylene]malonate sodium salt), C(C)(=O)OCC(=O)CCl (1-acetoxy-3-chloroacetone). Run in CN(C=O)C (N,N-dimethylformamide). Conditions: time 30 minute. Product: FC1=C(NC(SCC(COC(C)=O)=O)=C(C(=O)OCC)C(=O)OCC)C=CC(=C1F)F (diethyl [(2,3,4-trifluoroanilino)(3-acetoxy-2-oxopropylthio)methylene]malonate). The yield is 91.0%. As a reaction SMILES: [Na].[F:2][C:3]1[C:22]([F:23])=[C:21]([F:24])[CH:20]=[CH:19][C:4]=1[NH:5][C:6](=[C:8]([C:14]([O:16][CH2:17][CH3:18])=[O:15])[C:9]([O:11][CH2:12][CH3:13])=[O:10])[SH:7].[C:25]([O:28][CH2:29][C:30]([CH2:32]Cl)=[O:31])(=[O:27])[CH3:26]>CN(C)C=O>[F:2][C:3]1[C:22]([F:23])=[C:21]([F:24])[CH:20]=[CH:19][C:4]=1[NH:5][C:6](=[C:8]([C:14]([O:16][CH2:17][CH3:18])=[O:15])[C:9]([O:11][CH2:12][CH3:13])=[O:10])[S:7][CH2:32][C:30](=[O:31])[CH2:29][O:28][C:25](=[O:27])[CH3:26] |f:0.1,^1:0|. Procedure: Diethyl [(2,3,4-trifluoroanilino)(mercapto)methylene]malonate sodium salt (5.3 g) was dissolved in N,N-dimethylformamide (70 ml) and thereo 1-acetoxy-3-chloroacetone (2.2 g) was added and the mixture was stirred at room temperature for 30 minutes. The reaction mixture was filtered to remove insoluble materials. After the filtrate was evaporated to dryness under reduced pressure, water was added to the residue and the mixture was extracted with chloroform. The extract was washed with a NaCl solut... Starting materials: O=C(c1ncc[nH]1)c1ncc[nH]1, C1CCOC1, CN(C)c1ccncc1, C1CCC(NC2CCCCC2)CC1, Nc1ncc(C=O)s1. The product is O=Cc1cnc(NC(=O)N(C2CCCCC2)C2CCCCC2)s1. Reaction SMILES: [C:9](=[O:10])([c:11]1[nH:12][cH:13][cH:14][n:15]1)[c:16]1[nH:17][cH:18][cH:19][n:20]1.[CH2:43]1[O:44][CH2:45][CH2:46][CH2:47]1.[CH3:34][N:35]([c:36]1[cH:37][cH:38][n:39][cH:40][cH:41]1)[CH3:42].[CH:21]1([NH:27][CH:28]2[CH2:29][CH2:30][CH2:31][CH2:32][CH2:33]2)[CH2:22][CH2:23][CH2:24][CH2:25][CH2:26]1.[NH2:1][c:2]1[s:3][c:4]([CH:7]=[O:8])[cH:5][n:6]1>>[NH:1]([c:2]1[s:3][c:4]([CH:7]=[O:8])[cH:5][n:6]1)[C:9](=[O:10])[N:27]([CH:21]1[CH2:22][CH2:23][CH2:24][CH2:25][CH2:26]1)[CH:28]1[CH2:29][CH2:30][CH2:31][CH2:32][CH2:33]1.